Dataset: the Open Reaction Database (ORD), a public repository of structured organic reaction records. Task: describe an organic reaction: reactants, conditions, products, and yield The reactants are N(=O)[O-].[Na+] (Sodium nitrite), C(C)(CC)N(C(NCCCl)=O)C([C@@H]1[C@H]([C@@H]([C@H]([C@](O)(O1)CCCC)O)O)O)O (3-sec-butyl-3-(n-butyl β-D-glucopyranose-6-yl)-1-(2-chloroethyl)urea), same ion. Solvent: C(C)(=O)O (acetic acid). Run at time 2 hour. Product: C(C)(CC)N(C(N(N=O)CCCl)=O)C([C@@H]1[C@H]([C@@H]([C@H]([C@](O)(O1)CCCC)O)O)O)O (3-sec-butyl-3-(n-butyl β-D-glucopyranose-6-yl)-1-(2-chloroethyl)-1-nitrosourea). The yield is 66.0%. RXN SMILES: [N:1]([O-:3])=O.[Na+].[CH:5]([N:9]([CH:16]([OH:31])[C@H:17]1[O:23][C@@:21]([CH2:24][CH2:25][CH2:26][CH3:27])([OH:22])[C@H:20]([OH:28])[C@@H:19]([OH:29])[C@@H:18]1[OH:30])[C:10](=[O:15])[NH:11][CH2:12][CH2:13][Cl:14])([CH2:7][CH3:8])[CH3:6]>C(O)(=O)C>[CH:5]([N:9]([CH:16]([OH:31])[C@H:17]1[O:23][C@@:21]([CH2:24][CH2:25][CH2:26][CH3:27])([OH:22])[C@H:20]([OH:28])[C@@H:19]([OH:29])[C@@H:18]1[OH:30])[C:10](=[O:15])[N:11]([CH2:12][CH2:13][Cl:14])[N:1]=[O:3])([CH2:7][CH3:8])[CH3:6] |f:0.1|. Procedure: Sodium nitrite (0.85 g) was slowly added to a suspension of 3-sec-butyl-3-(n-butyl β-D-glucopyranose-6-yl)-1-(2-chloroethyl)urea (3.25 g, 8.19 mmol) in 80% aqueous acetic acid (40 ml) with thoroughly stirring at 0° to 5° C., and stirring was continued for further 2 hours at the same temperature. After confirmation by TLC that the reaction finished, 15 ml of the same ion exchange resin as mentioned above was added to the reaction mixture at 0° to 5° C., and the mixture was stirred for 30 minutes.... Starting materials: C(C)(=O)C1=C(C(N(N=C1C1=CC=CC=C1)CC)=O)[N+](=O)[O-] (5-acetyl-2-ethyl-4-nitro-6-phenylpyridazin-3(2H)-one), NC1=CC(=NO1)C (5-amino-3-methylisoxazole). Run in C(C)O (ethanol). Run at temperature 50 celsius, time 4 day. The product is C(C)(=O)C1=C(C(N(N=C1C1=CC=CC=C1)CC)=O)NC1=CC(=NO1)C (5-Acetyl-2-ethyl-4-[(3-methylisoxazol-5-yl)amino]-6-phenylpyridazin-3(2H)-one). Yield: 14.9%. As a reaction SMILES: [C:1]([C:4]1[C:9]([C:10]2[CH:15]=[CH:14][CH:13]=[CH:12][CH:11]=2)=[N:8][N:7]([CH2:16][CH3:17])[C:6](=[O:18])[C:5]=1[N+:19]([O-])=O)(=[O:3])[CH3:2].N[C:23]1[O:27][N:26]=[C:25]([CH3:28])[CH:24]=1>C(O)C>[C:1]([C:4]1[C:9]([C:10]2[CH:11]=[CH:12][CH:13]=[CH:14][CH:15]=2)=[N:8][N:7]([CH2:16][CH3:17])[C:6](=[O:18])[C:5]=1[NH:19][C:23]1[O:27][N:26]=[C:25]([CH3:28])[CH:24]=1)(=[O:3])[CH3:2]. Reported procedure: To a stirred solution of 200 mg (0.696 mmol) of 5-acetyl-2-ethyl-4-nitro-6-phenylpyridazin-3(2H)-one (Dal Piaz, V et al, J. Med. Chem. 1997, 40, 1417) in ethanol (10 mL), 5-amino-3-methylisoxazole (204 mg, 2.088 mmol) was added. The resulting mixture was stirred at 50° C. for four days. The solvent was evaporated and the residue purified by column chromatography (silica gel, hexane/ethyl acetate 2:1) to yield the title compound (35 mg, 14.9% yield). Starting materials: CC1C=CC2=CC(C(C)(C)C)CC(O)C2C1(CCC1CC(C(C)(C)C)C(O[SiH](C)C)C(=O)O1)O[SiH](C)C, CC(C)(Oc1ccccc1)C(=O)O. The product is CC1C=CC2=CC(C(C)(C)C)CC(OC(=O)C(C)(C)Oc3ccccc3)C2C1(CCC1CC(C(C)(C)C)C(O[SiH](C)C)C(=O)O1)O[SiH](C)C. As a reaction SMILES: [C:14]([CH3:15])([CH3:16])([CH3:17])[CH:18]1[CH:19]=[C:20]2[CH:21]=[CH:22][CH:23]([CH3:50])[C:24]([CH2:29][CH2:30][CH:31]3[CH2:32][CH:33]([C:42]([CH3:43])([CH3:44])[CH3:45])[CH:34]([O:38][SiH:39]([CH3:40])[CH3:41])[C:35](=[O:37])[O:36]3)([O:46][SiH:47]([CH3:48])[CH3:49])[CH:25]2[CH:26]([OH:28])[CH2:27]1.[CH3:1][C:2]([C:3](=[O:4])[OH:5])([CH3:6])[O:7][c:8]1[cH:9][cH:10][cH:11][cH:12][cH:13]1>>[CH3:1][C:2]([C:3]([O:4][CH:26]1[CH:25]2[C:20](=[CH:19][CH:18]([C:14]([CH3:15])([CH3:16])[CH3:17])[CH2:27]1)[CH:21]=[CH:22][CH:23]([CH3:50])[C:24]2([CH2:29][CH2:30][CH:31]1[CH2:32][CH:33]([C:42]([CH3:43])([CH3:44])[CH3:45])[CH:34]([O:38][SiH:39]([CH3:40])[CH3:41])[C:35](=[O:37])[O:36]1)[O:46][SiH:47]([CH3:48])[CH3:49])=[O:5])([CH3:6])[O:7][c:8]1[cH:9][cH:10][cH:11][cH:12][cH:13]1. Reactants: COc1ccc(Oc2ccc(C(C)=C3SCCCS3)cc2)cc1, CO, C1CCOC1, O. The product is COc1ccc(Oc2ccc(C(C)=C3SCCCS3=O)cc2)cc1. As a reaction SMILES: [CH3:1][O:2][c:3]1[cH:4][cH:5][c:6]([O:7][c:8]2[cH:9][cH:10][c:11]([C:14]([CH3:15])=[C:16]3[S:17][CH2:18][CH2:19][CH2:20][S:21]3)[cH:12][cH:13]2)[cH:22][cH:23]1.[CH3:30][OH:31].[O:25]1[CH2:26][CH2:27][CH2:28][CH2:29]1.[OH2:24]>>[CH3:1][O:2][c:3]1[cH:4][cH:5][c:6]([O:7][c:8]2[cH:9][cH:10][c:11]([C:14]([CH3:15])=[C:16]3[S:17][CH2:18][CH2:19][CH2:20][S:21]3=[O:24])[cH:12][cH:13]2)[cH:22][cH:23]1. Yields the product C(C)N(C1=CC(=C(C=C1)N)C)CC (diethyl-2-methyl-p-phenylenediamine), C(C)N(C1=CC(=C(C=C1)N=O)C)CC (N,N-diethyl-3-methyl-4-nitroso-aniline). The reactants are N(=O)OC (methyl nitrite), N(=O)OC (methyl nitrite), C(C)N(C1=CC(=CC=C1)C)CC (N,N-diethyl-m-toluidine), Cl (hydrochloric acid). Reported procedure: 81.5 g of N,N-diethyl-m-toluidine is initially introduced into a stirred flask with 46 ml of hydrochloric acid in 400 ml of water, the reaction mixture is cooled to 0° and gaseous methyl nitrite is passed in, while stirring and cooling. When the introduction of methyl nitrite has ended, the reaction mixture is brought to room temperature, the excess of nitrite is removed in the customary manner by adding urea and the residual gases are removed by applying reduced pressure. The entire reaction mi... Run in O (water). As a reaction SMILES: [CH2:1]([N:3]([CH2:11][CH3:12])[C:4]1[CH:9]=[CH:8][CH:7]=[C:6]([CH3:10])[CH:5]=1)[CH3:2].Cl.[N:14](OC)=[O:15]>O>[CH2:11]([N:3]([CH2:1][CH3:2])[C:4]1[CH:9]=[CH:8][C:7]([NH2:14])=[C:6]([CH3:10])[CH:5]=1)[CH3:12].[CH2:11]([N:3]([CH2:1][CH3:2])[C:4]1[CH:9]=[CH:8][C:7]([N:14]=[O:15])=[C:6]([CH3:10])[CH:5]=1)[CH3:12]. The reactants are ClC1=CC=C(C=CCNCCNS(=O)(=O)C=2C=3C=CN=CC3C=CC2)C=C1 (N-[2-(4-Chlorocinnamylamino)ethyl]-5-Isoquinolinesulfonamide), CI (methyl iodide). Solvent: C(Cl)(Cl)Cl (chloroform). Conditions: time 40 minute. Product: ClC1=CC=C(C=CCN(C)CCNS(=O)(=O)C=2C=3C=CN=CC3C=CC2)C=C1 (N-[2-(4-Chloro-N-Methylcinnamylamino)ethyl]-5-Isoquinolinesulfonamide). As a reaction SMILES: [Cl:1][C:2]1[CH:27]=[CH:26][C:5]([CH:6]=[CH:7][CH2:8][NH:9][CH2:10][CH2:11][NH:12][S:13]([C:16]2[C:17]3[CH:18]=[CH:19][N:20]=[CH:21][C:22]=3[CH:23]=[CH:24][CH:25]=2)(=[O:15])=[O:14])=[CH:4][CH:3]=1.[CH3:28]I>C(Cl)(Cl)Cl>[Cl:1][C:2]1[CH:3]=[CH:4][C:5]([CH:6]=[CH:7][CH2:8][N:9]([CH2:10][CH2:11][NH:12][S:13]([C:16]2[C:17]3[CH:18]=[CH:19][N:20]=[CH:21][C:22]=3[CH:23]=[CH:24][CH:25]=2)(=[O:14])=[O:15])[CH3:28])=[CH:26][CH:27]=1. Procedure details: 1.50 g of the product of Example 172 was dissolved in 10 ml of chloroform, to the solution was added 3 ml of methyl iodide at a room temperature, and the mixture was stirred for 40 minutes. Excess methyl iodide was immediately evaporated off under a reduced pressure, and resulting residue was purified on a silica gel column (silica gel 50 g, eluant: 5% methanol in chloroform), to obtain 720 mg of the title compound in a colorless amorphous form. Reactants: CO, O=[N+]([O-])c1c(OCC2CC2)c(Cl)cc2c1[nH]c1cnccc12, [H][H], [Na+], O=C([O-])O. Product: Nc1c(OCC2CC2)c(Cl)cc2c1[nH]c1cnccc12. As a reaction SMILES: [CH3:30][OH:31].[Cl:1][c:2]1[cH:3][c:4]2[c:5]3[cH:6][cH:7][n:8][cH:9][c:10]3[nH:11][c:12]2[c:13]([N+:20]([O-:21])=[O:22])[c:14]1[O:15][CH2:16][CH:17]1[CH2:18][CH2:19]1.[H:23][H:24].[Na+:29].[O-:25][C:26]([OH:27])=[O:28]>>[Cl:1][c:2]1[cH:3][c:4]2[c:5]3[cH:6][cH:7][n:8][cH:9][c:10]3[nH:11][c:12]2[c:13]([NH2:20])[c:14]1[O:15][CH2:16][CH:17]1[CH2:18][CH2:19]1. The reactants are FC1=CC=C(C=C1)O (4-fluorophenol), C(=O)([O-])[O-].[K+].[K+] (K2CO3), ClC(=C)CCl (2,3-Dichloro-1-propene). Run in CC(=O)C (acetone). Yields the product FC1=CC=C(OCC(=C)Cl)C=C1 (3-(4-Fluorophenoxy)-2-chloro-1-propene). Isolated yield 79.0%. RXN SMILES: [F:1][C:2]1[CH:7]=[CH:6][C:5]([OH:8])=[CH:4][CH:3]=1.C([O-])([O-])=O.[K+].[K+].[Cl:15][C:16]([CH2:18]Cl)=[CH2:17]>CC(C)=O>[F:1][C:2]1[CH:7]=[CH:6][C:5]([O:8][CH2:18][C:16]([Cl:15])=[CH2:17])=[CH:4][CH:3]=1 |f:1.2.3|. Procedure: According to the procedure of W. K. Anderson et al., J. Chem. Soc., Perkin 1,1 (1976), a mixture of 4-fluorophenol (20.0 g, 0.178 mol) and K2CO3 (27.3 g, 0.196 mol) in acetone (250 mL) was heated at reflux for 1 hour. 2,3-Dichloro-1-propene was added, and the resulting mixture was refluxed for 2 days, cooled, and concentrated. The mixture was diluted with H2O, and extracted with ether (3×150 mL). The ethereal extracts were dried (MgSO4) and concentrated to give a brown oil. Distillation under hi... The reactants are [BH4-], CC(C)(C)OC(=O)N1CCCC1C=O, CN, CO, [Na+]. Yields the product CNCC1CCCN1C(=O)OC(C)(C)C. Reaction SMILES: [BH4-:17].[C:1]([CH3:2])([CH3:3])([CH3:4])[O:5][C:6](=[O:7])[N:8]1[CH:9]([CH:13]=[O:14])[CH2:10][CH2:11][CH2:12]1.[CH3:15][NH2:16].[CH3:19][OH:20].[Na+:18]>>[C:1]([CH3:2])([CH3:3])([CH3:4])[O:5][C:6](=[O:7])[N:8]1[CH:9]([CH2:13][NH:16][CH3:15])[CH2:10][CH2:11][CH2:12]1.